Task: describe an organic reaction: reactants, conditions, products, and yield. Dataset: the Open Reaction Database (ORD), a public repository of structured organic reaction records The reactants are [BH4-], CCOCC, CO, CCOCC, ClCCl, Cl, [Na+], O=C1CC(CN2CCC(c3ccccc3)CC2)CCc2ccccc21. Yields the product Cl, OC1CC(CN2CCC(c3ccccc3)CC2)CCc2ccccc21. RXN SMILES: [BH4-:26].[CH3:28][CH2:29][O:30][CH2:31][CH3:32].[CH3:34][OH:35].[CH3:39][CH2:40][O:41][CH2:42][CH3:43].[Cl:36][CH2:37][Cl:38].[ClH:33].[Na+:27].[c:1]1([CH:7]2[CH2:8][CH2:9][N:10]([CH2:13][CH:14]3[CH2:15][C:16](=[O:25])[c:17]4[c:18]([cH:21][cH:22][cH:23][cH:24]4)[CH2:19][CH2:20]3)[CH2:11][CH2:12]2)[cH:2][cH:3][cH:4][cH:5][cH:6]1>>[ClH:33].[c:1]1([CH:7]2[CH2:8][CH2:9][N:10]([CH2:13][CH:14]3[CH2:15][CH:16]([OH:25])[c:17]4[c:18]([cH:21][cH:22][cH:23][cH:24]4)[CH2:19][CH2:20]3)[CH2:11][CH2:12]2)[cH:2][cH:3][cH:4][cH:5][cH:6]1. Starting materials: BrC=1C=CC(=C(C1)C1=NC2=NC=CN=C2C(N1)=O)N1CCCC1 (2-(5-Bromo-2-pyrrolidin-1-ylphenyl)pteridin-4-one), NC1=C(C=NC=C1)C (4-amino-3-methylpyridine), BrC=1C=CC(=C(C1)C1=NC2=NC=CN=C2C(=N1)NC1=CC=NC=C1)F (2-(5-bromo-2-fluorophenyl)-4-(4-pyridylamino)pteridine). Product: BrC=1C=CC(=C(C1)C1=NC2=NC=CN=C2C(=N1)NC1=C(C=NC=C1)C)N1CCCC1 (2-(5-Bromo-2-pyrrolidin-1-ylphenyl)-4-(3-methyl-4-pyridylamino)pteridine). RXN SMILES: [Br:1][C:2]1[CH:3]=[CH:4][C:5]([N:19]2[CH2:23][CH2:22][CH2:21][CH2:20]2)=[C:6]([C:8]2[NH:17][C:16](=O)[C:15]3[C:10](=[N:11][CH:12]=[CH:13][N:14]=3)[N:9]=2)[CH:7]=1.[NH2:24][C:25]1[CH:30]=[CH:29][N:28]=[CH:27][C:26]=1[CH3:31].BrC1C=CC(F)=C(C2N=C(NC3C=CN=CC=3)C3C(=NC=CN=3)N=2)C=1>>[Br:1][C:2]1[CH:3]=[CH:4][C:5]([N:19]2[CH2:23][CH2:22][CH2:21][CH2:20]2)=[C:6]([C:8]2[N:17]=[C:16]([NH:24][C:25]3[CH:30]=[CH:29][N:28]=[CH:27][C:26]=3[CH3:31])[C:15]3[C:10](=[N:11][CH:12]=[CH:13][N:14]=3)[N:9]=2)[CH:7]=1. Procedure details: The title product was synthesized by reaction of the 2-(5-bromo-2-pyrrolidin-1-yl-phenyl)pteridin-4-one 110 and 4-amino-3-methylpyridine following the procedure described for 4-(4-pyridylamino)-2-(5-bromo-2-fluorophenyl)pteridine 1 (LCMS analysis). The reactants are Cl.Cl.ClC=1C=C(C=CC1)C(CN1CCN(CC1)CC(C)C1=CC=CC=C1)C1(CCCCC1)O (1-{1-(3-chlorophenyl)-2-[4-(2-phenylpropyl)piperazin-1-yl]ethyl}cyclohexanol dihydrochloride), ClC=1C=C(C=CC1)C(CN1CCNCC1)C1(CCCCC1)O (1-[1-(3-chlorophenyl)-2-piperazin-1-ylethyl]cyclohexanol), C1(=CC=CC=C1)C(C=O)C (2-phenylpropionaldehyde), Cl (HCl). The product is Cl.Cl.ClC=1C=C(C=CC1)C1C(CCCC1)(O)CCN1CCN(CC1)CC(C)C1=CC=CC=C1 (3-chlorophenyl-2-[4-(2-phenylpropyl)piperazin-1-yl]ethylcyclohexanol Dihydrochloride). As a reaction SMILES: [ClH:1].Cl.[Cl:3]C1C=C([CH:10]([C:27]2([OH:33])[CH2:32][CH2:31][CH2:30][CH2:29][CH2:28]2)[CH2:11][N:12]2[CH2:17][CH2:16][N:15]([CH2:18][CH:19]([C:21]3[CH:26]=[CH:25][CH:24]=[CH:23][CH:22]=3)[CH3:20])[CH2:14][CH2:13]2)C=CC=1.[Cl:34][C:35]1[CH:36]=[C:37](C(C2(O)CCCCC2)CN2CCNCC2)[CH:38]=[CH:39][CH:40]=1.C1(C(C)C=O)C=CC=CC=1.Cl>>[ClH:3].[ClH:34].[Cl:1][C:35]1[CH:40]=[C:39]([CH:28]2[CH2:29][CH2:30][CH2:31][CH2:32][C:27]2([CH2:10][CH2:11][N:12]2[CH2:17][CH2:16][N:15]([CH2:18][CH:19]([C:21]3[CH:22]=[CH:23][CH:24]=[CH:25][CH:26]=3)[CH3:20])[CH2:14][CH2:13]2)[OH:33])[CH:38]=[CH:37][CH:36]=1 |f:0.1.2,6.7.8|. Procedure: In an analogous manner to Example 117, 1-{1-(3-chlorophenyl)-2-[4-(2-phenylpropyl)piperazin-1-yl]ethyl}cyclohexanol dihydrochloride was prepared from 1-[1-(3-chlorophenyl)-2-piperazin-1-ylethyl]cyclohexanol (see Example 1) and 2-phenylpropionaldehyde. MS (ESI) m/z 441/443 ([M+H]+); HRMS: calcd for C27H37ClN2O.2.00 HCl, 512.2128; found (ESI), 441.2662.